The task is: describe an organic reaction: reactants, conditions, products, and yield. This data is from the Open Reaction Database (ORD), a public repository of structured organic reaction records. Reactants: O1C(C1CC=C(C)C)(C)C1C(CCC(C1OC)O)(O)CSC (2-(1,2-epoxy-1,5-dimethyl-4-hexenyl)-3-methoxy-1-methylthiomethyl-1,4-cyclohexanediol), CN(C)C1=NC=CC=C1 (dimethylaminopyridine), ClC(=O)OC1=CC=CC=C1 (phenyl chloroformate). Run in C(C)(=O)OCC (ethyl acetate), ClCCl (dichloromethane). Yields the product O(C1=CC=CC=C1)C(=O)OC1C(C(C(CC1)(O)CSC)C1(C(CC=C(C)C)O1)C)OC (4-O-phenoxycarbonyl-2-(1,2-epoxy-1,5-dimethyl-4-hexenyl)-3-methoxy-1-methylthiomethyl-1,4-cyclohexanediol). The yield is 81.0%. RXN SMILES: [O:1]1[CH:3]([CH2:4][CH:5]=[C:6]([CH3:8])[CH3:7])[C:2]1([CH:10]1[CH:15]([O:16][CH3:17])[CH:14]([OH:18])[CH2:13][CH2:12][C:11]1([CH2:20][S:21][CH3:22])[OH:19])[CH3:9].CN(C1C=CC=CN=1)C.Cl[C:33]([O:35][C:36]1[CH:41]=[CH:40][CH:39]=[CH:38][CH:37]=1)=[O:34]>ClCCl.C(OCC)(=O)C>[O:35]([C:33]([O:18][CH:14]1[CH2:13][CH2:12][C:11]([CH2:20][S:21][CH3:22])([OH:19])[CH:10]([C:2]2([CH3:9])[O:1][CH:3]2[CH2:4][CH:5]=[C:6]([CH3:7])[CH3:8])[CH:15]1[O:16][CH3:17])=[O:34])[C:36]1[CH:41]=[CH:40][CH:39]=[CH:38][CH:37]=1. Procedure details: In dichloromethane (2 ml) were dissolved 2-(1,2-epoxy-1,5-dimethyl-4-hexenyl)-3-methoxy-1-methylthiomethyl-1,4-cyclohexanediol (200 mg) and dimethylaminopyridine (115 mg). To the solution was added, under ice-cooling, phenyl chloroformate (95 μl ), and the mixture was stirred for 16 hours. The reaction mixture was diluted with ethyl acetate (70 ml), washed with a saturated aqueous solution of sodium hydrogencarbonate and a saturated aqueous saline solution, followed by drying over anhydrous magn...